This data is from the Open Reaction Database (ORD), a public repository of structured organic reaction records. The task is: describe an organic reaction: reactants, conditions, products, and yield Starting materials: C(C)OC(CN(C1=NC2=CC=CC=C2N=C1)C1=CC=C(C=C1)OC)=O (N-(2-quinoxalinyl)-4-methoxyphenylglycine ethyl ester), C([O-])([O-])=O.[K+].[K+] (potassium carbonate), C(C)(C)N(CC)C(C)C (diisopropylethylamine), C(=O)(N1C=NC=C1)N1C=NC=C1 (carbonyldiimidazole). Run in O (water), CO (methanol). Yields the product COC1=CC=C(C=C1)C1=NC=2N(C3=CC=CC=C3NC2)C1=O (2-(4-methoxyphenyl)-imidazo-[1,2-a]-quinoxalin-1(5H)-one). RXN SMILES: C(OC(=O)C[N:6]([C:17]1[CH:22]=[CH:21][C:20](OC)=[CH:19][CH:18]=1)[C:7]1[CH:16]=[N:15][C:14]2[C:9](=[CH:10][CH:11]=[CH:12][CH:13]=2)[N:8]=1)C.[C:26](=[O:29])([O-])[O-].[K+].[K+].[CH:32](N(C(C)C)CC)(C)C.[C:41](N1C=CN=C1)(N1C=CN=C1)=[O:42]>O.CO>[CH3:41][O:42][C:19]1[CH:20]=[CH:21][C:22]([C:17]2[C:26](=[O:29])[N:8]3[C:9]4[C:14]([NH:15][CH:16]=[C:7]3[N:6]=2)=[CH:13][CH:12]=[CH:11][CH:10]=4)=[CH:32][CH:18]=1 |f:1.2.3|. Reported procedure: A mixture of DL-N-(2-quinoxalinyl)-4-methoxyphenylglycine ethyl ester (160 mg, 0.48 mmol), potassium carbonate (328 mg 2.37 mmol), methanol (1 mL) and water (3 mL) was stirred at reflux for 16 h. After neutralization with aqueous acetic acid the product was extracted with 10% methanol/ethyl acetate, the organic layer was dried over magnesium sulfate and the solvent was removed in vacuo. The residue was dissolved in methylene chloride (5 mL) and treated with diisopropylethylamine (0.16 mL, 1.0 mm... Reactants: COCC12Cc3cnn(-c4ccc(F)cc4)c3C=C1CCN(S(=O)(=O)c1cncc(Br)c1)C2, C1CNC1. Product: COCC12Cc3cnn(-c4ccc(F)cc4)c3C=C1CCN(S(=O)(=O)c1cncc(N3CCC3)c1)C2. RXN SMILES: [Br:1][c:2]1[cH:3][c:4]([S:8](=[O:9])(=[O:10])[N:11]2[CH2:12][C:13]3([CH2:31][O:32][CH3:33])[CH2:14][c:15]4[c:16]([n:21](-[c:24]5[cH:25][cH:26][c:27]([F:30])[cH:28][cH:29]5)[n:22][cH:23]4)[CH:17]=[C:18]3[CH2:19][CH2:20]2)[cH:5][n:6][cH:7]1.[CH2:34]1[CH2:35][NH:36][CH2:37]1>>[c:2]1([N:36]2[CH2:35][CH2:34][CH2:37]2)[cH:3][c:4]([S:8](=[O:9])(=[O:10])[N:11]2[CH2:12][C:13]3([CH2:31][O:32][CH3:33])[CH2:14][c:15]4[c:16]([n:21](-[c:24]5[cH:25][cH:26][c:27]([F:30])[cH:28][cH:29]5)[n:22][cH:23]4)[CH:17]=[C:18]3[CH2:19][CH2:20]2)[cH:5][n:6][cH:7]1. The reactants are Cl.FC=1C=C(C=CC1OC1=NC=NN2C1=C(C(=C2)OCCN2CCOCC2)C)C(C(=O)N)C(=O)NC2=CC=C(C=C2)F ((3-Fluoro-4-(5-methyl-6-(2-morpholinoethoxy)pyrrolo[2,1-f][1,2,4]triazin-4-yloxy)phenyl)-N3-(4-fluorophenyl)malonamide, hydrochloride salt), FC1=C(OC2=NC=NN3C2=C(C(=C3)C(=O)NCCN3CCOCC3)C)C=CC(=C1)[N+](=O)[O-] (4-(2-fluoro-4-nitrophenoxy)-5-methyl-N-(2-morpholinoethyl)pyrrolo[2,1-f][1,2,4]triazine-6-carboxamide). Product: NC1=CC(=C(OC2=NC=NN3C2=C(C(=C3)C(=O)NCCN3CCOCC3)C)C=C1)F (4-(4-Amino-2-fluorophenoxy)-5-methyl-N-(2-morpholinoethyl)pyrrolo[2,1-f][1,2,4]triazine-6-carboxamide). The yield is 92.3%. Reaction SMILES: Cl.FC1C=C(C(C(NC2C=CC(F)=CC=2)=O)C(N)=O)C=CC=1OC1C2=C(C)C(OCCN3CCOCC3)=CN2N=CN=1.[F:43][C:44]1[CH:71]=[C:70]([N+:72]([O-])=O)[CH:69]=[CH:68][C:45]=1[O:46][C:47]1[C:52]2=[C:53]([CH3:67])[C:54]([C:56]([NH:58][CH2:59][CH2:60][N:61]3[CH2:66][CH2:65][O:64][CH2:63][CH2:62]3)=[O:57])=[CH:55][N:51]2[N:50]=[CH:49][N:48]=1>>[NH2:72][C:70]1[CH:69]=[CH:68][C:45]([O:46][C:47]2[C:52]3=[C:53]([CH3:67])[C:54]([C:56]([NH:58][CH2:59][CH2:60][N:61]4[CH2:66][CH2:65][O:64][CH2:63][CH2:62]4)=[O:57])=[CH:55][N:51]3[N:50]=[CH:49][N:48]=2)=[C:44]([F:43])[CH:71]=1 |f:0.1|. Procedure details: Following a procedure similar to that for the synthesis of Compound C of Example 36, 4-(2-fluoro-4-nitrophenoxy)-5-methyl-N-(2-morpholinoethyl)pyrrolo[2,1-f][1,2,4]triazine-6-carboxamide (75 mg, 0.17 mmol) was converted to the title compound (65 mg, 92%). LCMS(ESI+) m/z 415.3 (M+H)+. Starting materials: CC(C)(C)OC(=O)C=P(c1ccccc1)(c1ccccc1)c1ccccc1, C1CCOC1, O=CCCCCc1ccccc1. Yields the product CC(C)(C)OC(=O)C=CCCCCc1ccccc1. RXN SMILES: [C:13]([CH3:14])([CH3:15])([CH3:16])[O:17][C:18](=[O:19])[CH:20]=[P:21]([c:22]1[cH:23][cH:24][cH:25][cH:26][cH:27]1)([c:28]1[cH:29][cH:30][cH:31][cH:32][cH:33]1)[c:34]1[cH:35][cH:36][cH:37][cH:38][cH:39]1.[CH2:40]1[O:41][CH2:42][CH2:43][CH2:44]1.[c:1]1([CH2:7][CH2:8][CH2:9][CH2:10][CH:11]=[O:12])[cH:2][cH:3][cH:4][cH:5][cH:6]1>>[c:1]1([CH2:7][CH2:8][CH2:9][CH2:10][CH:11]=[CH:20][C:18]([O:17][C:13]([CH3:14])([CH3:15])[CH3:16])=[O:19])[cH:2][cH:3][cH:4][cH:5][cH:6]1. Starting materials: O=C(O)c1cc2ccc(C(F)(F)F)nc2n1Cc1cccc(F)c1, Nc1ccc(Cl)nc1. The product is O=C(Nc1ccc(Cl)nc1)c1cc2ccc(C(F)(F)F)nc2n1Cc1cccc(F)c1. As a reaction SMILES: [F:1][C:2]([c:3]1[cH:4][cH:5][c:6]2[c:7]([n:8]1)[n:9]([CH2:15][c:16]1[cH:17][c:18]([F:22])[cH:19][cH:20][cH:21]1)[c:10]([C:12](=[O:13])[OH:14])[cH:11]2)([F:23])[F:24].[NH2:25][c:26]1[cH:27][n:28][c:29]([Cl:32])[cH:30][cH:31]1>>[F:1][C:2]([c:3]1[cH:4][cH:5][c:6]2[c:7]([n:8]1)[n:9]([CH2:15][c:16]1[cH:17][c:18]([F:22])[cH:19][cH:20][cH:21]1)[c:10]([C:12](=[O:14])[NH:25][c:26]1[cH:27][n:28][c:29]([Cl:32])[cH:30][cH:31]1)[cH:11]2)([F:23])[F:24].